Dataset: the Open Reaction Database (ORD), a public repository of structured organic reaction records. Task: describe an organic reaction: reactants, conditions, products, and yield Starting materials: C1(C=CC(C2=CC=CC=C12)=O)=O (1,4-naphthoquinone), N1C=CC=C1 (pyrrole). The reagents and catalysts are C(C)(=O)[O-].[Cu+2].C(C)(=O)[O-] (copper acetate). Run in C(C)(=O)O (acetic acid). Yields the product N1C(=CC=C1)C=1C(C2=CC=CC=C2C(C1)=O)=O (2-(1H-pyrrol-2-yl)-[1,4]-naphthoquinone). Isolated yield 18.0%. As a reaction SMILES: [C:1]1(=[O:12])[C:10]2[C:5](=[CH:6][CH:7]=[CH:8][CH:9]=2)[C:4](=[O:11])[CH:3]=[CH:2]1.[NH:13]1[CH:17]=[CH:16][CH:15]=[CH:14]1>C(O)(=O)C.C([O-])(=O)C.[Cu+2].C([O-])(=O)C>[NH:13]1[CH:17]=[CH:16][CH:15]=[C:14]1[C:3]1[C:4](=[O:11])[C:5]2[C:10]([C:1](=[O:12])[CH:2]=1)=[CH:9][CH:8]=[CH:7][CH:6]=2 |f:3.4.5|. Procedure details: Using the procedure described in Example 1, starting with 3.16 millimol of 1,4-naphthoquinone, 25 millimol of pyrrole and 3.16 millimol of copper acetate in 50 ml of acetic acid, the product 2-(1H-pyrrol-2-yl)-[1,4]-naphthoquinone was isolated in a yield of 18% after purification by chromatography on a column of silica.